This data is from the Open Reaction Database (ORD), a public repository of structured organic reaction records. The task is: describe an organic reaction: reactants, conditions, products, and yield Starting materials: O=c1ccc2ccc(Br)cc2[nH]1, C=CC(=O)OCC. Reaction SMILES: [Br:1][c:2]1[cH:3][cH:4][c:5]2[cH:6][cH:7][c:8](=[O:12])[nH:9][c:10]2[cH:11]1.[C:13]([CH:14]=[CH2:15])(=[O:16])[O:17][CH2:18][CH3:19]>>[Br:1][c:2]1[cH:3][cH:4][c:5]2[cH:6][cH:7][c:8](=[O:12])[n:9]([CH2:15][CH2:14][C:13](=[O:16])[O:17][CH2:18][CH3:19])[c:10]2[cH:11]1. Yields the product CCOC(=O)CCn1c(=O)ccc2ccc(Br)cc21. The reactants are C1COCCN1 (effective_coupling_partner), CC(C)(C)C(=O)Oc1cccc2ccccc12 (substrate). Reagents/catalysts: IPr. Reaction conditions: temperature 80 celsius, time 3 hour. Yields the product c3ccc2c(N1CCOCC1)cccc2c3. Reactants: C(C1=CC=CC=C1)OCC1C(NC(O1)=O)(C)C (5-((benzyloxy)methyl)-4,4-dimethyloxazolidin-2-one). Reagents/catalysts: [Pd] (Pd/C), [Pd] (Pd/C). Run in CCO (EtOH). Run at time 24 hour. Product: OCC1C(NC(O1)=O)(C)C (5-(hydroxymethyl)-4,4-dimethyloxazolidin-2-one). Reaction SMILES: C([O:8][CH2:9][CH:10]1[O:14][C:13](=[O:15])[NH:12][C:11]1([CH3:17])[CH3:16])C1C=CC=CC=1>CCO.[Pd]>[OH:8][CH2:9][CH:10]1[O:14][C:13](=[O:15])[NH:12][C:11]1([CH3:17])[CH3:16]. Procedure: To a solution of 5-((benzyloxy)methyl)-4,4-dimethyloxazolidin-2-one (2.6 g, 11 mmol) in EtOH (40 ml) was added 500 mg of 10% Pd/C (wet, Degussa type E101). The vessel was pressurized with H2 (450 psi) and the suspension stirred for 24 h. An additional 500 mg of 10% Pd/C was added and the reaction was stirred under 450 PSI H2 for 5 days. The mixture was filtered through celite, concentrated in vacuo, and purified by column chromatography (1 to 10% methanol in dichloromethane) to give a clear liqu... The reactants are C1OC=2C=C(CCN)C=CC2O1 (3,4-methylenedioxyphenethylamine), ClC=1C2=C(N=C(N1)C=1C=NC=CC1)SC(=C2C)C (4-chloro-2-(pyridin-3-yl)-5,6-dimethyl-thieno-[2,3-d]-pyrimidine). Product: N1=CC(=CC=C1)C=1N=C(C2=C(N1)SC(=C2C)C)NCCC2=CC1=C(C=C2)OCO1 (2-(pyridin-3-yl)-4-(3,4-methylenedioxyphenethylamino)-5,6-dimethyl-thieno-[2,3-d]-pyrimidine). RXN SMILES: [CH2:1]1[O:12][C:11]2[CH:10]=[CH:9][C:5]([CH2:6][CH2:7][NH2:8])=[CH:4][C:3]=2[O:2]1.Cl[C:14]1[C:15]2[C:28]([CH3:29])=[C:27]([CH3:30])[S:26][C:16]=2[N:17]=[C:18]([C:20]2[CH:21]=[N:22][CH:23]=[CH:24][CH:25]=2)[N:19]=1>>[N:22]1[CH:23]=[CH:24][CH:25]=[C:20]([C:18]2[N:19]=[C:14]([NH:8][CH2:7][CH2:6][C:5]3[CH:9]=[CH:10][C:11]4[O:12][CH2:1][O:2][C:3]=4[CH:4]=3)[C:15]3[C:28]([CH3:29])=[C:27]([CH3:30])[S:26][C:16]=3[N:17]=2)[CH:21]=1. Procedure: With the procedure of Example 1, the reaction of 3,4-methylenedioxyphenethylamine with 4-chloro-2-(pyridin-3-yl)-5,6-dimethyl-thieno-[2,3-d]-pyrimidine yields 2-(pyridin-3-yl)-4-(3,4-methylenedioxyphenethylamino)-5,6-dimethyl-thieno-[2,3-d]-pyrimidine. The reagents and catalysts are C=1C=CC(=CC1)/C=C/C(=O)/C=C/C2=CC=CC=C2.C=1C=CC(=CC1)/C=C/C(=O)/C=C/C2=CC=CC=C2.C=1C=CC(=CC1)/C=C/C(=O)/C=C/C2=CC=CC=C2.[Pd].[Pd] (Tris(dibenzylideneacetone)dipalladium). As a reaction SMILES: [CH3:1][C:2]1([CH3:42])C2C(=C(P(C3C=CC=CC=3)C3C=CC=CC=3)C=CC=2)OC2C(P(C3C=CC=CC=3)C3C=CC=CC=3)=CC=C[C:3]1=2.[N:43]#N.Br[C:46]1[CH:47]=[N:48][CH:49]=[C:50]([F:67])[C:51]=1[N:52]1[CH2:57][CH2:56][CH:55]([C:58]([N:60]2[CH2:65][CH2:64][N:63]([CH3:66])[CH2:62][CH2:61]2)=[O:59])[CH2:54][CH2:53]1.[C:68]([O-:71])([O-])=[O:69].[Cs+].[Cs+]>O1CCOCC1.C1C=CC(/C=C/C(/C=C/C2C=CC=CC=2)=O)=CC=1.C1C=CC(/C=C/C(/C=C/C2C=CC=CC=2)=O)=CC=1.C1C=CC(/C=C/C(/C=C/C2C=CC=CC=2)=O)=CC=1.[Pd].[Pd]>[F:67][C:50]1[C:51]([N:52]2[CH2:57][CH2:56][CH:55]([C:58]([N:60]3[CH2:65][CH2:64][N:63]([CH3:66])[CH2:62][CH2:61]3)=[O:59])[CH2:54][CH2:53]2)=[C:46]([NH:43][C:68](=[O:69])[O:71][C:2]([CH3:42])([CH3:3])[CH3:1])[CH:47]=[N:48][CH:49]=1 |f:3.4.5,7.8.9.10.11|. Conditions: temperature 100 celsius, time 8 hour. Reported procedure: In an alternative method to Step 3, above, Tris(dibenzylideneacetone)dipalladium (1.189 g, 1.298 mmol) and xantphos (1.502 g, 2.596 mmol) were added to a degassed (3×vacuum/N2 cycles) mixture of [1-(3-bromo-5-fluoro-4-pyridyl)-4-piperidyl]-(4-methylpiperazin-1-yl)methanone 19 (10 g, 25.96 mmol) and Cs2CO3 (16.92 g, 51.92 mmol) in dioxane (150 mL) under N2. The mixture was stirred at 100° C. overnight. The reaction was cooled to ambient temperature and the precipitate was filtered off and washed ... Run in O1CCOCC1 (dioxane). The reactants are N#N (N2), BrC=1C=NC=C(C1N1CCC(CC1)C(=O)N1CCN(CC1)C)F ((1-(3-bromo-5-fluoropyridin-4-yl)piperidin-4-yl)(4-methylpiperazin-1-yl)methanone), C(=O)([O-])[O-].[Cs+].[Cs+] (Cs2CO3), CC1(C2=C(C(=CC=C2)P(C3=CC=CC=C3)C4=CC=CC=C4)OC5=C(C=CC=C51)P(C6=CC=CC=C6)C7=CC=CC=C7)C (xantphos). Product: FC=1C(=C(C=NC1)NC(OC(C)(C)C)=O)N1CCC(CC1)C(=O)N1CCN(CC1)C (tert-butyl N-[5-fluoro-4-[4-(4-methylpiperazine-1-carbonyl)-1-piperidyl]-3-pyridyl]carbamate). The reactants are CC(=O)OCCCc1ccnc(C#N)c1, CO, [K+], [K+], O=C([O-])[O-], O. The product is N#Cc1cc(CCCO)ccn1. RXN SMILES: [C:7](=[O:8])([CH3:9])[O:10][CH2:11][CH2:12][CH2:13][c:14]1[cH:15][c:16]([C:20]#[N:21])[n:17][cH:18][cH:19]1.[CH3:23][OH:24].[K+:1].[K+:2].[O-:3][C:4]([O-:5])=[O:6].[OH2:22]>>[OH:10][CH2:11][CH2:12][CH2:13][c:14]1[cH:15][c:16]([C:20]#[N:21])[n:17][cH:18][cH:19]1.